From a dataset of the Open Reaction Database (ORD), a public repository of structured organic reaction records. describe an organic reaction: reactants, conditions, products, and yield The reactants are FC(S(=O)(=O)OCC(C(F)(F)F)(F)F)(F)F (2,2,3,3,3-pentafluoropropyl trifluoromethanesulfonate), C(CC#N)#N (malononitrile), Cl (hydrochloric acid), C([O-])([O-])=O.[K+].[K+] (potassium carbonate). Run in COCCOC (ethylene glycol dimethyl ether). Conditions: time 8 hour. Yields the product FC(CC(C#N)C#N)(C(F)(F)F)F (2-(2,2,3,3,3-pentafluoropropyl)malononitrile). The yield is 35.6%. RXN SMILES: FC(F)(F)S(O[CH2:7][C:8]([F:14])([F:13])[C:9]([F:12])([F:11])[F:10])(=O)=O.[C:17](#[N:21])[CH2:18][C:19]#[N:20].C(=O)([O-])[O-].[K+].[K+].Cl>COCCOC>[F:13][C:8]([F:14])([C:9]([F:12])([F:11])[F:10])[CH2:7][CH:18]([C:17]#[N:21])[C:19]#[N:20] |f:2.3.4|. Reported procedure: In 30 ml of ethylene glycol dimethyl ether, 8.4 g of 2,2,3,3,3-pentafluoropropyl trifluoromethanesulfonate and 5.9 g of malononitrile were dissolved. Thereto 12.3 g of potassium carbonate was added and the mixture was stirred at room temperature for 8 hours. Thereafter dilute hydrochloric acid was added to the reaction mixture and the mixture was extracted with t-butyl methyl ether. The organic layer was washed successively with water, aqueous saturated sodium hydrogen carbonate and aqueous satu... The reactants are CC(C)(C)OC(=O)N1CCC(O)CC1, C=CCBr, C1CCOC1, [H-], [Na+], O. Product: C=CCOC1CCN(C(=O)OC(C)(C)C)CC1. RXN SMILES: [C:1](=[O:2])([O:3][C:4]([CH3:5])([CH3:6])[CH3:7])[N:8]1[CH2:9][CH2:10][CH:11]([OH:14])[CH2:12][CH2:13]1.[CH2:17]([CH:18]=[CH2:19])[Br:20].[CH2:22]1[O:23][CH2:24][CH2:25][CH2:26]1.[H-:16].[Na+:15].[OH2:21]>>[C:1](=[O:2])([O:3][C:4]([CH3:5])([CH3:6])[CH3:7])[N:8]1[CH2:9][CH2:10][CH:11]([O:14][CH2:19][CH:18]=[CH2:17])[CH2:12][CH2:13]1.